Task: describe an organic reaction: reactants, conditions, products, and yield. Dataset: the Open Reaction Database (ORD), a public repository of structured organic reaction records Starting materials: CCO, COc1ccc(Oc2c(Cl)cc([N+](=O)[O-])cc2Cl)cc1C(C)C. Yields the product COc1ccc(Oc2c(Cl)cc(N)cc2Cl)cc1C(C)C. Reaction SMILES: [CH3:24][CH2:25][OH:26].[Cl:1][c:2]1[cH:3][c:4]([N+:21]([O-:22])=[O:23])[cH:5][c:6]([Cl:20])[c:7]1[O:8][c:9]1[cH:10][c:11]([CH:17]([CH3:18])[CH3:19])[c:12]([O:15][CH3:16])[cH:13][cH:14]1>>[Cl:1][c:2]1[cH:3][c:4]([NH2:21])[cH:5][c:6]([Cl:20])[c:7]1[O:8][c:9]1[cH:10][c:11]([CH:17]([CH3:18])[CH3:19])[c:12]([O:15][CH3:16])[cH:13][cH:14]1. The reactants are CN1C(N(C(C=2C1=CN(C2C2=CC=CC=C2)[C@H](C(=O)OCC2=CC=CC=C2)CCC(=O)OCC2=CC=CC=C2)=O)C)=O ((S)-dibenzyl 2-(1,3-dimethyl-2,4-dioxo-5-phenyl-3,4-dihydro-1H-pyrrolo[3,4-d]pyrimidin-6(2H)-yl)pentanedioate). Reagents/catalysts: [Pd] (palladium on carbon). Run in C(C)O (ethanol). Conditions: time 140 minute. Yields the product CN1C(N(C(C=2C1=CN(C2C2=CC=CC=C2)[C@H](C(=O)O)CCC(=O)O)=O)C)=O ((S)-2-(1,3-Dimethyl-2,4-dioxo-5-phenyl-3,4-dihydro-1H-pyrrolo[3,4-d]pyrimidin-6(2H)-yl)pentanedioic acid). Reaction SMILES: [CH3:1][N:2]1[C:7]2=[CH:8][N:9]([C@@H:17]([CH2:28][CH2:29][C:30]([O:32]CC3C=CC=CC=3)=[O:31])[C:18]([O:20]CC3C=CC=CC=3)=[O:19])[C:10]([C:11]3[CH:16]=[CH:15][CH:14]=[CH:13][CH:12]=3)=[C:6]2[C:5](=[O:40])[N:4]([CH3:41])[C:3]1=[O:42]>[Pd].C(O)C>[CH3:1][N:2]1[C:7]2=[CH:8][N:9]([C@@H:17]([CH2:28][CH2:29][C:30]([OH:32])=[O:31])[C:18]([OH:20])=[O:19])[C:10]([C:11]3[CH:16]=[CH:15][CH:14]=[CH:13][CH:12]=3)=[C:6]2[C:5](=[O:40])[N:4]([CH3:41])[C:3]1=[O:42]. Procedure details: A suspension of (S)-dibenzyl 2-(1,3-dimethyl-2,4-dioxo-5-phenyl-3,4-dihydro-1H-pyrrolo[3,4-d]pyrimidin-6(2H)-yl)pentanedioate (3 g, 5.30 mmol) and 10% palladium on carbon (0.564 g, 0.530 mmol) in ethanol (100 mL) was stirred under a hydrogen atmosphere for 140 mins. The mixture was filtered through a Celite® cartridge (10 g, filter material) and the residue rinsed well with methanol and 7N NH3/methanol. The combined filtrates were evaporated under vacuum to afford the title compound.